Dataset: the Open Reaction Database (ORD), a public repository of structured organic reaction records. Task: describe an organic reaction: reactants, conditions, products, and yield The reactants are FC(C=1C=C(OC2CCC3(OCCO3)CC2)C=CC1)(F)F (8-(3-trifluoromethylphenoxy)-1,4-dioxaspiro[4.5]decane), O (water). The solvent is C(C)(=O)O (acetic acid). Product: FC(C=1C=C(OC2CCC(CC2)=O)C=CC1)(F)F (4-(3-trifluoromethylphenoxy)cyclohexanone). As a reaction SMILES: [F:1][C:2]([F:21])([F:20])[C:3]1[CH:4]=[C:5]([CH:17]=[CH:18][CH:19]=1)[O:6][CH:7]1[CH2:16][CH2:15][C:10]2(OCC[O:11]2)[CH2:9][CH2:8]1.O>C(O)(=O)C>[F:1][C:2]([F:20])([F:21])[C:3]1[CH:4]=[C:5]([CH:17]=[CH:18][CH:19]=1)[O:6][CH:7]1[CH2:16][CH2:15][C:10](=[O:11])[CH2:9][CH2:8]1. Reported procedure: This compound was prepared in a manner analogous to that of Step D of Example 2, using 7.6 grams (0.025 mole) of 8-(3-trifluoromethylphenoxy)-1,4-dioxaspiro[4.5]decane and 25 mL of water in 50 mL of acetic acid, yielding 4-(3-trifluoromethylphenoxy)cyclohexanone. Reactants: CS(C)=O, CO, CCc1nc2cc(C#N)c(Cl)cc2n1-c1ccc(CCO)cc1, [Na+], [OH-], OO. Product: CCc1nc2cc(C(N)=O)c(Cl)cc2n1-c1ccc(CCO)cc1. RXN SMILES: [CH3:24][S:25](=[O:26])[CH3:27].[CH3:32][OH:33].[Cl:1][c:2]1[c:3]([C:22]#[N:23])[cH:4][c:5]2[c:6]([n:7](-[c:12]3[cH:13][cH:14][c:15]([CH2:18][CH2:19][OH:20])[cH:16][cH:17]3)[c:8]([CH2:10][CH3:11])[n:9]2)[cH:21]1.[Na+:31].[OH-:30].[OH:28][OH:29]>>[Cl:1][c:2]1[c:3]([C:22]([NH2:23])=[O:26])[cH:4][c:5]2[c:6]([n:7](-[c:12]3[cH:13][cH:14][c:15]([CH2:18][CH2:19][OH:20])[cH:16][cH:17]3)[c:8]([CH2:10][CH3:11])[n:9]2)[cH:21]1. RXN SMILES: [CH3:1][c:2]1[cH:3][cH:4][c:5](-[c:8]2[c:9]([C:13](=[O:14])[Cl:15])[cH:10][n:11][o:12]2)[cH:6][cH:7]1.[Cl:35][CH2:36][Cl:37].[o:16]1[c:17]([CH:25]2[CH:26]([C:30](=[O:31])[O:32][CH2:33][CH3:34])[CH2:27][NH:28][CH2:29]2)[cH:18][c:19]2[c:20]1[cH:21][cH:22][cH:23][cH:24]2>>[CH3:1][c:2]1[cH:3][cH:4][c:5](-[c:8]2[c:9]([C:13](=[O:14])[N:28]3[CH2:27][CH:26]([C:30](=[O:31])[O:32][CH2:33][CH3:34])[CH:25]([c:17]4[o:16][c:20]5[c:19]([cH:18]4)[cH:24][cH:23][cH:22][cH:21]5)[CH2:29]3)[cH:10][n:11][o:12]2)[cH:6][cH:7]1. Reactants: Cc1ccc(-c2oncc2C(=O)Cl)cc1, ClCCl, CCOC(=O)C1CNCC1c1cc2ccccc2o1. The product is CCOC(=O)C1CN(C(=O)c2cnoc2-c2ccc(C)cc2)CC1c1cc2ccccc2o1. Solvent: COCCOC (DME). RXN SMILES: [CH2:1]([O:8][C:9]1[CH:14]=[C:13](I)[CH:12]=[CH:11][C:10]=1[N:16]1[S:20](=[O:22])(=[O:21])[NH:19][C:18](=[O:23])[CH2:17]1)[C:2]1[CH:7]=[CH:6][CH:5]=[CH:4][CH:3]=1.[CH:24](/B(O)O)=[CH:25]\[CH2:26][CH2:27][CH2:28][CH3:29].C([O-])([O-])=O.[Na+].[Na+]>COCCOC>[CH2:1]([O:8][C:9]1[CH:14]=[C:13](/[CH:24]=[CH:25]/[CH2:26][CH2:27][CH2:28][CH3:29])[CH:12]=[CH:11][C:10]=1[N:16]1[S:20](=[O:22])(=[O:21])[NH:19][C:18](=[O:23])[CH2:17]1)[C:2]1[CH:7]=[CH:6][CH:5]=[CH:4][CH:3]=1 |f:2.3.4|. Starting materials: C(C1=CC=CC=C1)OC1=C(C=CC(=C1)I)N1CC(NS1(=O)=O)=O (5-(2-benzyloxy-4-iodophenyl)-1,1-dioxo-1,2,5-thiadiazolidin-3-one), C(=C\CCCC)/B(O)O (trans-1-hexen-1-ylboronic acid), C(=O)([O-])[O-].[Na+].[Na+] (Na2CO3), solution. The product is C(C1=CC=CC=C1)OC1=C(C=CC(=C1)\C=C\CCCC)N1CC(NS1(=O)=O)=O (5-[2-benzyloxy-4-((E)-hex-1-enyl)-phenyl]-1,1-dioxo-1,2,5-thiadiazolidin-3-one). Procedure: A mixture of 5-(2-benzyloxy-4-iodophenyl)-1,1-dioxo-1,2,5-thiadiazolidin-3-one (200 mg, 0.45 mmol), trans-1-hexen-1-ylboronic acid (77 mg, 0.676 mmol), resin-bound PPh3Pd (692 mg, loading 0.13 mmol/g) and aqueous Na2CO3 (0.9 mL of a 2M solution) in DME (3 mL) is placed in a microwave vial and heated at 110° C. for 30 min. The mixture is filtered, diluted with EtOAc and washed with 1N HCl. The organic phase is dried over magnesium sulfate and the solvent removed under reduced pressure. The residu... Reaction conditions: temperature 110 celsius.